Dataset: the Open Reaction Database (ORD), a public repository of structured organic reaction records. Task: describe an organic reaction: reactants, conditions, products, and yield Procedure: To a solution of 1-chloro-7-methyl-isoquinolin-6-ylamine (0.1 g, 0.52 mmol) in MeOH (5 mL) at 0° C. is bubbled HCl gas for 1 minute, then the solvent is removed in vacuo. The remaining white solid is diluted with 1,2 dichloroethane and benzophenone imine (0.15 mL, 0.89 mmol) is added. The resulting suspension is heated to reflux for 48 hours, then cooled to room temperature and concentrated to dryness. The crude material is diluted with CH2Cl2 and washed with saturated NaHCO3 solution and brine.... Reaction SMILES: [Cl:1][C:2]1[C:11]2[C:6](=[CH:7][C:8]([NH2:13])=[C:9]([CH3:12])[CH:10]=2)[CH:5]=[CH:4][N:3]=1.Cl.[C:15](=N)([C:22]1[CH:27]=[CH:26][CH:25]=[CH:24][CH:23]=1)[C:16]1[CH:21]=[CH:20][CH:19]=[CH:18][CH:17]=1>CO.ClCCCl>[C:15](=[N:13][C:8]1[CH:7]=[C:6]2[C:11](=[CH:10][C:9]=1[CH3:12])[C:2]([Cl:1])=[N:3][CH:4]=[CH:5]2)([C:16]1[CH:21]=[CH:20][CH:19]=[CH:18][CH:17]=1)[C:22]1[CH:27]=[CH:26][CH:25]=[CH:24][CH:23]=1. The yield is 86.5%. Reactants: C(C1=CC=CC=C1)(C1=CC=CC=C1)=N (benzophenone imine), ClC1=NC=CC2=CC(=C(C=C12)C)N (1-chloro-7-methyl-isoquinolin-6-ylamine), Cl (HCl). Solvent: ClCCCl (1,2 dichloroethane), CO (MeOH). Yields the product C(C1=CC=CC=C1)(C1=CC=CC=C1)=NC=1C=C2C=CN=C(C2=CC1C)Cl (Benzhydrylidene-(1-chloro-7-methyl-isoquinolin-6-yl)-amine). The reactants are CN(C)CC1=CC=CC(=N1)Cl (6-dimethylaminomethyl-2-chloropyridine), CN(C=O)C (dimethylformamide), NCCCO (3-Aminopropanol), [H-].[Na+] (sodium hydride), oil, CN(C=O)C (dimethylformamide). The solvent is C(C)O (ethanol). Reaction conditions: temperature 80 celsius. Yields the product CN(C)CC1=CC=CC(=N1)OCCCNC=O (N-[3-(6-Dimethylaminomethyl-2-pyridyloxy)propyl]formamide). As a reaction SMILES: [NH2:1][CH2:2][CH2:3][CH2:4][OH:5].[H-].[Na+].[CH3:8][N:9]([CH2:11][C:12]1[N:17]=[C:16](Cl)[CH:15]=[CH:14][CH:13]=1)[CH3:10].CN(C)[CH:21]=[O:22]>C(O)C>[CH3:8][N:9]([CH2:11][C:12]1[N:17]=[C:16]([O:5][CH2:4][CH2:3][CH2:2][NH:1][CH:21]=[O:22])[CH:15]=[CH:14][CH:13]=1)[CH3:10] |f:1.2|. Procedure details: 3-Aminopropanol (2.55 g, 0.034 mol) is added to a suspension of 60% sodium hydride in mineral oil (1.29 g, 0.033 mol) in dry dimethylformamide (30 ml) and the mixture is warmed to 80° C. before adding dropwise a solution of 6-dimethylaminomethyl-2-chloropyridine (5.45 g, 0.032 mol) in 30 ml of dry dimethylformamide. The reaction temperature is increased to 125° C. for 3 hours. Then the reaction is cooled, diluted with ethanol and the precipitated salts filtered. The solvents are removed under va... Starting materials: CI, CCO, CC(C)(CNC=O)c1ccc2nc(-c3ccc(O)nc3)[nH]c2c1, [K+], [OH-], O. Yields the product COc1ccc(-c2nc3ccc(C(C)(C)CNC=O)cc3[nH]2)cn1. RXN SMILES: [CH3:27][I:28].[CH3:29][CH2:30][OH:31].[CH:1](=[O:2])[NH:3][CH2:4][C:5]([CH3:6])([CH3:7])[c:8]1[cH:9][c:10]2[c:11]([n:12][c:13](-[c:15]3[cH:16][n:17][c:18]([OH:21])[cH:19][cH:20]3)[nH:14]2)[cH:22][cH:23]1.[K+:26].[OH-:25].[OH2:24]>>[CH:1](=[O:2])[NH:3][CH2:4][C:5]([CH3:6])([CH3:7])[c:8]1[cH:9][c:10]2[c:11]([n:12][c:13](-[c:15]3[cH:16][n:17][c:18]([O:21][CH3:27])[cH:19][cH:20]3)[nH:14]2)[cH:22][cH:23]1. Reactants: COP(=O)(OC)CC(=O)OCC (ethyl dimethylphosphonoacetate), [H-].[Na+] (NaH), COC1=C(C(=C2C(OCC2=C1C)=O)OCOCCOC)CCC(C[C@@H](C(=O)N1C(OC[C@H]1C(C)C)=O)C)C (3-[6-(1,3-dihydro-6-methoxy-4-methoxyethoxymethoxy-7-methyl-3-oxoisobenzofuran-5-yl)-2-(S),4-dimethylhexanoyl)-4-(R)-isopropyl-2-oxazolidinone). Run in CN(C)C=O (DMF). Conditions: time 10 minute. Yields the product COCCOCOC1=C2C(OCC2=C(C(=C1C/C=C(/CC(C(=O)OCC)P(=O)(OC)OC)\C)OC)C)=O (ethyl (E) 6-(4-methoxyethoxymethoxy-1,3-dihydro-6-methoxy-7-methyl-3-oxoisobenzofuran-5-yl)-2-(dimethylphosphono)-4-methyl-4-hexenoate). Reaction SMILES: [CH3:1][O:2][P:3]([CH2:7][C:8]([O:10][CH2:11][CH3:12])=[O:9])([O:5][CH3:6])=[O:4].[H-].[Na+].[CH3:15][O:16][C:17]1[C:25]([CH3:26])=[C:24]2[C:20]([C:21](=[O:27])[O:22][CH2:23]2)=[C:19]([O:28][CH2:29][O:30][CH2:31][CH2:32][O:33][CH3:34])[C:18]=1[CH2:35][CH2:36][CH:37]([CH3:52])[CH2:38][C@H](C)C(N1[C@H](C(C)C)COC1=O)=O>CN(C=O)C>[CH3:34][O:33][CH2:32][CH2:31][O:30][CH2:29][O:28][C:19]1[C:18]([CH2:35]/[CH:36]=[C:37](\[CH3:52])/[CH2:38][CH:7]([P:3]([O:5][CH3:6])([O:2][CH3:1])=[O:4])[C:8]([O:10][CH2:11][CH3:12])=[O:9])=[C:17]([O:16][CH3:15])[C:25]([CH3:26])=[C:24]2[C:20]=1[C:21](=[O:27])[O:22][CH2:23]2 |f:1.2|. Procedure: To a solution of ethyl dimethylphosphonoacetate (135 mg) in DMF (5 ml) at 0° was added 50% NaH/oil (33 mg), and the mixture stirred for 10 minutes. (E) 4-(1,3-dihydro-6-methoxy-4-methoxyethoxymethoxy-7-methyl-3-oxoisobenzofuran-5-yl)-2-methylbut-2-enyl bromide (600 mg) was added at the same temperature and allowed to reach room temperature in 30 minutes. The reaction was poured onto water and extracted with EtOAc. The organic layers were washed with water, dried over sodium sulfate, and evaporat...